Dataset: the Open Reaction Database (ORD), a public repository of structured organic reaction records. Task: describe an organic reaction: reactants, conditions, products, and yield Starting materials: ClC1=CC=C(C=C1)C(C=1C=C2C(=CC(=NC2=CC1)O)Br)C1=CC=C(C=C1)Cl (6-[bis(4-chlorophenyl)methyl]-4-bromoquinolin-2-ol), FC(C1=CC=C(C=N1)CN)(F)F ([6-(trifluoromethyl)pyridin-3-yl]methanamine), C(=O)([O-])[O-].[Cs+].[Cs+] (Cs2CO3). Reagents/catalysts: C=1C=CC(=CC1)/C=C/C(=O)/C=C/C2=CC=CC=C2.C=1C=CC(=CC1)/C=C/C(=O)/C=C/C2=CC=CC=C2.C=1C=CC(=CC1)/C=C/C(=O)/C=C/C2=CC=CC=C2.[Pd].[Pd] (Pd2(dba)3), C1=CC=C(C=C1)P([C-]2C=CC=C2)C3=CC=CC=C3.C1=CC=C(C=C1)P([C-]2C=CC=C2)C3=CC=CC=C3.[Fe+2] (dppf). Solvent: O1CCOCC1 (1,4-dioxane). Run at temperature 100 celsius, time 8 hour. The product is ClC1=CC=C(C=C1)C(C=1C=C2C(=CC(NC2=CC1)=O)NCC=1C=NC(=CC1)C(F)(F)F)C1=CC=C(C=C1)Cl (6-(bis(4-chlorophenyl)methyl)-4-(((6-(trifluoromethyl)pyridin-3-yl)methyl)amino)quinolin-2(1H)-one). Reaction SMILES: [Cl:1][C:2]1[CH:7]=[CH:6][C:5]([CH:8]([C:21]2[CH:26]=[CH:25][C:24]([Cl:27])=[CH:23][CH:22]=2)[C:9]2[CH:10]=[C:11]3[C:16](=[CH:17][CH:18]=2)[N:15]=[C:14]([OH:19])[CH:13]=[C:12]3Br)=[CH:4][CH:3]=1.[F:28][C:29]([F:39])([F:38])[C:30]1[N:35]=[CH:34][C:33]([CH2:36][NH2:37])=[CH:32][CH:31]=1.C([O-])([O-])=O.[Cs+].[Cs+]>C1C=CC(/C=C/C(/C=C/C2C=CC=CC=2)=O)=CC=1.C1C=CC(/C=C/C(/C=C/C2C=CC=CC=2)=O)=CC=1.C1C=CC(/C=C/C(/C=C/C2C=CC=CC=2)=O)=CC=1.[Pd].[Pd].C1C=CC(P(C2C=CC=CC=2)[C-]2C=CC=C2)=CC=1.C1C=CC(P(C2C=CC=CC=2)[C-]2C=CC=C2)=CC=1.[Fe+2].O1CCOCC1>[Cl:1][C:2]1[CH:7]=[CH:6][C:5]([CH:8]([C:21]2[CH:26]=[CH:25][C:24]([Cl:27])=[CH:23][CH:22]=2)[C:9]2[CH:10]=[C:11]3[C:16](=[CH:17][CH:18]=2)[NH:15][C:14](=[O:19])[CH:13]=[C:12]3[NH:37][CH2:36][C:33]2[CH:34]=[N:35][C:30]([C:29]([F:39])([F:28])[F:38])=[CH:31][CH:32]=2)=[CH:4][CH:3]=1 |f:2.3.4,5.6.7.8.9,10.11.12|. Procedure details: Into a 8-mL round-bottom flask purged and maintained with an inert atmosphere of nitrogen, was placed 6-[bis(4-chlorophenyl)methyl]-4-bromoquinolin-2-ol (150 mg, 0.33 mmol, 1.00 equip), [6-(trifluoromethyl)pyridin-3-yl]methanamine (86 mg, 0.49 mmol, 1.49 equip), Pd2(dba)3 (30 mg, 0.03 mmol, 0.10 equip), dppf (63.4 mg, 0.11 mmol, 0.35 equip), Cs2CO3 (266 mg, 0.82 mmol, 2.50 equip), and 1,4-dioxane (3 mL). The resulting solution was stirred overnight at 100° C. The reaction was then quenched by th...